From a dataset of the Open Reaction Database (ORD), a public repository of structured organic reaction records. describe an organic reaction: reactants, conditions, products, and yield Reactants: COc1ccc2c(OC(C)COC(C)(C)C)ccnc2c1, O=C(O)C(F)(F)F. Yields the product COc1ccc2c(OC(C)CO)ccnc2c1. Reaction SMILES: [C:1]([CH3:2])([CH3:3])([CH3:4])[O:5][CH2:6][CH:7]([CH3:8])[O:9][c:10]1[cH:11][cH:12][n:13][c:14]2[cH:15][c:16]([O:20][CH3:21])[cH:17][cH:18][c:19]12.[F:22][C:23]([F:24])([F:25])[C:26]([OH:27])=[O:28]>>[OH:5][CH2:6][CH:7]([CH3:8])[O:9][c:10]1[cH:11][cH:12][n:13][c:14]2[cH:15][c:16]([O:20][CH3:21])[cH:17][cH:18][c:19]12. Starting materials: NC1=C(C=CC(=C1)Br)NC(CCC1CC(C1)N(C)C[C@H]1C[C@H]([C@@H]2OC(O[C@@H]21)(C)C)N2C=CC1=C2N=CN=C1NCC1=C(C=C(C=C1)OC)OC)=O (N-(2-amino-4-bromophenyl)-3-(3-((((3aR,4R,6R,6aS)-6-(4-((2,4-dimethoxybenzyl)amino)-7H-pyrrolo[2,3-d]pyrimidin-7-yl)-2,2-dimethyltetrahydro-3aH-cyclopenta[d][1,3]dioxol-4-yl)methyl)(methyl)amino)cyclobutyl)propanamide), C(C)(=O)O (Acetic acid). Yields the product BrC1=CC2=C(NC(=N2)CCC2CC(C2)N(C)C[C@H]2C[C@H]([C@H]3[C@@H]2OC(O3)(C)C)N3C=CC2=C3N=CN=C2NCC2=C(C=C(C=C2)OC)OC)C=C1 (7-((3aS,4R,6R,6aR)-6-(((3-(2-(5-bromo-1H-benzo[d]imidazol-2-yl)ethyl)cyclobutyl)(methyl)amino)methyl)-2,2-dimethyltetrahydro-3aH-cyclopenta[d][1,3]dioxol-4-yl)-N-(2,4-dimethoxybenzyl)-7H-pyrrolo[2,3-d]pyrimidin-4-amine). Reaction SMILES: [NH2:1][C:2]1[CH:7]=[C:6]([Br:8])[CH:5]=[CH:4][C:3]=1[NH:9][C:10](=O)[CH2:11][CH2:12][CH:13]1[CH2:16][CH:15]([N:17]([CH2:19][C@@H:20]2[C@@H:27]3[C@@H:23]([O:24][C:25]([CH3:29])([CH3:28])[O:26]3)[C@H:22]([N:30]3[C:34]4[N:35]=[CH:36][N:37]=[C:38]([NH:39][CH2:40][C:41]5[CH:46]=[CH:45][C:44]([O:47][CH3:48])=[CH:43][C:42]=5[O:49][CH3:50])[C:33]=4[CH:32]=[CH:31]3)[CH2:21]2)[CH3:18])[CH2:14]1.C(O)(=O)C>>[Br:8][C:6]1[CH:5]=[CH:4][C:3]2[NH:9][C:10]([CH2:11][CH2:12][CH:13]3[CH2:14][CH:15]([N:17]([CH2:19][C@@H:20]4[C@H:27]5[O:26][C:25]([CH3:28])([CH3:29])[O:24][C@H:23]5[C@H:22]([N:30]5[C:34]6[N:35]=[CH:36][N:37]=[C:38]([NH:39][CH2:40][C:41]7[CH:46]=[CH:45][C:44]([O:47][CH3:48])=[CH:43][C:42]=7[O:49][CH3:50])[C:33]=6[CH:32]=[CH:31]5)[CH2:21]4)[CH3:18])[CH2:16]3)=[N:1][C:2]=2[CH:7]=1. Procedure: A solution of N-(2-amino-4-bromophenyl)-3-(3-((((3aR,4R,6R,6aS)-6-(4-((2,4-dimethoxybenzyl)amino)-7H-pyrrolo[2,3-d]pyrimidin-7-yl)-2,2-dimethyltetrahydro-3aH-cyclopenta[d][1,3]dioxol-4-yl)methyl)(methyl)amino)cyclobutyl)propanamide (1.2 g, 1.6 mmol) in Acetic acid (4 ml, 70 mmol) was stirred overnight at 60° C., the volatiles were removed in vacuo and remaining residue purified directly by flash chromatography (DCM/7N NH3 in MeOH 91:9) to give (0.9 g) as a foam. Starting materials: ClC1=CC=C(CNC(=O)C=2C(C3=C(N(C2)C)SC(=C3)CO)=O)C=C1 (N-(4-chlorobenzyl)-2-(hydroxymethyl)-7-methyl-4-oxo-4,7-dihydrothieno[2,3-b]pyridine-5-carboxamide), N1CCOCC1 (morpholine), N1=C(C=C(C=C1C)C)C (2,4,6-collidine), CS(=O)(=O)Cl (methanesulfonyl chloride). The reagents and catalysts are CN(C)C=1C=CN=CC1 (DMAP). Solvent: O (water), CN(C)C=O (DMF). Run at time 1.5 hour. The product is ClC1=CC=C(CNC(=O)C=2C(C3=C(N(C2)C)SC(=C3)CN3CCOCC3)=O)C=C1 (N-(4-Chlorobenzyl)-7-methyl-2-(4-morpholinylmethyl)-4-oxo-4,7-dihydrothieno[2,3-b]pyridine-5-carboxamide). The yield is 81.3%. As a reaction SMILES: [Cl:1][C:2]1[CH:24]=[CH:23][C:5]([CH2:6][NH:7][C:8]([C:10]2[C:11](=[O:22])[C:12]3[CH:19]=[C:18]([CH2:20]O)[S:17][C:13]=3[N:14]([CH3:16])[CH:15]=2)=[O:9])=[CH:4][CH:3]=1.N1C(C)=CC(C)=CC=1C.CS(Cl)(=O)=O.[NH:39]1[CH2:44][CH2:43][O:42][CH2:41][CH2:40]1>CN(C=O)C.CN(C1C=CN=CC=1)C.O>[Cl:1][C:2]1[CH:3]=[CH:4][C:5]([CH2:6][NH:7][C:8]([C:10]2[C:11](=[O:22])[C:12]3[CH:19]=[C:18]([CH2:20][N:39]4[CH2:44][CH2:43][O:42][CH2:41][CH2:40]4)[S:17][C:13]=3[N:14]([CH3:16])[CH:15]=2)=[O:9])=[CH:23][CH:24]=1. Procedure: To a solution of N-(4-chlorobenzyl)-2-(hydroxymethyl)-7-methyl-4-oxo-4,7-dihydrothieno[2,3-b]pyridine-5-carboxamide (0.250 g) from Example No. 35 in DMF (14 mL) are added DMAP (13 mg), 2,4,6-collidine (0.23 mL), and methanesulfonyl chloride (0.13 mL). The reaction is stirred at rt for 1.5 h and then morpholine (0.60 mL, 6.9 mmol) is added. The reaction is stirred at rt for 18 h. The reaction mixture is poured into water (40 mL). The resulting off-white solid is filtered off and recrystallized fr... Starting materials: C(C1=CC=CC=C1)OC=1C(=CC(=C(OCCCOC=2C(=C(C(=O)OC)C=CC2)CCC)C1)CC)C1=CC=C(C=C1)F (methyl 3-[3-[5-benzyloxy-2-ethyl-4-(4-fluorophenyl)phenoxy]propoxy]-2-propyl-benzoate), [OH-].[K+] (potassium hydroxide), Cl (hydrochloric acid). Run in O (water), COC(C)(C)C (methyl-tert-butylether), CN1C(CCC1)=O (N-methylpyrrolidone). Conditions: temperature 120 celsius, time 25 minute. The product is C(C1=CC=CC=C1)OC=1C(=CC(=C(OCCCOC=2C(=C(C(=O)O)C=CC2)CCC)C1)CC)C1=CC=C(C=C1)F (3-[3-[5-Benzyloxy-2-ethyl-4-(4-fluorophenyl)phenoxy]propoxy]-2-propyl-benzoic acid). As a reaction SMILES: [CH2:1]([O:8][C:9]1[C:10]([C:35]2[CH:40]=[CH:39][C:38]([F:41])=[CH:37][CH:36]=2)=[CH:11][C:12]([CH2:33][CH3:34])=[C:13]([CH:32]=1)[O:14][CH2:15][CH2:16][CH2:17][O:18][C:19]1[C:20]([CH2:29][CH2:30][CH3:31])=[C:21]([CH:26]=[CH:27][CH:28]=1)[C:22]([O:24]C)=[O:23])[C:2]1[CH:7]=[CH:6][CH:5]=[CH:4][CH:3]=1.[OH-].[K+].Cl>CN1CCCC1=O.O.COC(C)(C)C>[CH2:1]([O:8][C:9]1[C:10]([C:35]2[CH:36]=[CH:37][C:38]([F:41])=[CH:39][CH:40]=2)=[CH:11][C:12]([CH2:33][CH3:34])=[C:13]([CH:32]=1)[O:14][CH2:15][CH2:16][CH2:17][O:18][C:19]1[C:20]([CH2:29][CH2:30][CH3:31])=[C:21]([CH:26]=[CH:27][CH:28]=1)[C:22]([OH:24])=[O:23])[C:2]1[CH:3]=[CH:4][CH:5]=[CH:6][CH:7]=1 |f:1.2|. Procedure: To a solution of methyl 3-[3-[5-benzyloxy-2-ethyl-4-(4-fluorophenyl)phenoxy]propoxy]-2-propyl-benzoate (119 g, 181 mmol) in N-methylpyrrolidone (476 mL), add potassium hydroxide (21.2 g, 378 mmol) and stir 25 min at 120° C. Allow the mixture to cool and then dilute with water (240 mL) and methyl-tert-butylether (100 mL). Adjust to pH=2.5 with 12 N hydrochloric acid. Separate the phases and wash the aqueous phase with methyl-tert-butylether (3×35 mL). Wash the combined organic extracts twice with... Starting materials: CC1(C)CC(OC(=O)c2ccccc2)CC(C)(C)N1O, CCOC(C)=O, CCCC[SnH](CCCC)CCCC, CCCCCCC, CCCCCCC, Clc1ccccc1, OCCI. Product: CC1(C)CC(OC(=O)c2ccccc2)CC(C)(C)N1OCCO. As a reaction SMILES: [C:18]([c:19]1[cH:20][cH:21][cH:22][cH:23][cH:24]1)(=[O:25])[O:26][CH:27]1[CH2:28][C:29]([CH3:36])([CH3:37])[N:30]([OH:35])[C:31]([CH3:33])([CH3:34])[CH2:32]1.[C:52]([O:53][CH2:54][CH3:55])(=[O:56])[CH3:57].[CH2:1]([SnH:2]([CH2:3][CH2:4][CH2:5][CH3:6])[CH2:7][CH2:8][CH2:9][CH3:10])[CH2:11][CH2:12][CH3:13].[CH3:38][CH2:39][CH2:40][CH2:41][CH2:42][CH2:43][CH3:44].[CH3:58][CH2:59][CH2:60][CH2:61][CH2:62][CH2:63][CH3:64].[Cl:45][c:46]1[cH:47][cH:48][cH:49][cH:50][cH:51]1.[I:14][CH2:15][CH2:16][OH:17]>>[CH2:15]([CH2:16][OH:17])[O:35][N:30]1[C:29]([CH3:36])([CH3:37])[CH2:28][CH:27]([O:26][C:18]([c:19]2[cH:20][cH:21][cH:22][cH:23][cH:24]2)=[O:25])[CH2:32][C:31]1([CH3:33])[CH3:34].